Task: describe an organic reaction: reactants, conditions, products, and yield. Dataset: the Open Reaction Database (ORD), a public repository of structured organic reaction records Starting materials: CC(C#C)O (3-Butyn-2-ol), C(C)NCCO (2-Ethylaminoethanol). Yields the product C(C)N(CCO)C(C#C)C (2-[Ethyl-(1-methyl-prop-2-ynyl)-amino]-ethanol). As a reaction SMILES: [CH3:1][CH:2](O)[C:3]#[CH:4].[CH2:6]([NH:8][CH2:9][CH2:10][OH:11])[CH3:7]>>[CH2:6]([N:8]([CH:2]([CH3:1])[C:3]#[CH:4])[CH2:9][CH2:10][OH:11])[CH3:7]. Procedure: In analogy to example 37.5 and 37.6, 3-Butyn-2-ol and 2-Ethylaminoethanol were converted to yield 2-[Ethyl-(1-methyl-prop-2-ynyl)-amino]-ethanol as colorless oil, MS: 141 (M). Starting materials: CC(=O)N1C(=O)C(C)c2ccc(Br)cc21, C1CCOC1, CI, [H-], [Na+], O. The product is CC(=O)N1C(=O)C(C)(C)c2ccc(Br)cc21. Reaction SMILES: [C:1]([CH3:2])(=[O:3])[N:4]1[C:5](=[O:15])[CH:6]([CH3:14])[c:7]2[cH:8][cH:9][c:10]([Br:13])[cH:11][c:12]21.[CH2:20]1[O:21][CH2:22][CH2:23][CH2:24]1.[CH3:18][I:19].[H-:17].[Na+:16].[OH2:25]>>[C:1]([CH3:2])(=[O:3])[N:4]1[C:5](=[O:15])[C:6]([CH3:14])([CH3:20])[c:7]2[cH:8][cH:9][c:10]([Br:13])[cH:11][c:12]21.